From a dataset of the Open Reaction Database (ORD), a public repository of structured organic reaction records. describe an organic reaction: reactants, conditions, products, and yield Starting materials: BrC(C=O)C1CCN(CC1)C(=O)OC(C)(C)C (tert-Butyl 4-(1-bromo-2-oxoethyl)piperidine-1-carboxylate), CNC(=S)NC (N,N′-dimethylthiourea). Run in C(C)O (ethanol). Product: CN1/C(/SC(=C1)C1CCN(CC1)C(=O)OC(C)(C)C)=N/C (tert-Butyl 4-((2Z)-3-methyl-2-(methylimino)-2,3-dihydro-1,3-thiazol-5-yl)piperidine-1-carboxylate). Isolated yield 68.0%. As a reaction SMILES: Br[CH:2]([CH:5]1[CH2:10][CH2:9][N:8]([C:11]([O:13][C:14]([CH3:17])([CH3:16])[CH3:15])=[O:12])[CH2:7][CH2:6]1)[CH:3]=O.[CH3:18][NH:19][C:20]([NH:22][CH3:23])=[S:21]>C(O)C>[CH3:23][N:22]1[CH:3]=[C:2]([CH:5]2[CH2:10][CH2:9][N:8]([C:11]([O:13][C:14]([CH3:17])([CH3:16])[CH3:15])=[O:12])[CH2:7][CH2:6]2)[S:21]/[C:20]/1=[N:19]\[CH3:18]. Procedure details: tert-Butyl 4-(1-bromo-2-oxoethyl)piperidine-1-carboxylate (WO 0059502: 21.0 g) and a solution of N,N′-dimethylthiourea (6.0 g) in ethanol (300 mL) were heated under reflux. The reaction solution was concentrated, and the residue was dissolved in ethyl acetate and water. The aqueous layer was collected by separation. The aqueous layer was basified with an aqueous potassium carbonate solution, and extracted with chloroform. The extract was dried over anhydrous sodium sulfate, and then the solvent ... The reactants are Cl.Cl.N1C[C@H](CC1)NC(=O)C1=CC2=C(N(C(=N2)NC=2SC3=C(N2)C=CC(=C3)Cl)C)C=C1 (2-(6-chloro-benzothiazol-2-ylamino)-1-methyl-1H-benzoimidazole-5-carboxylic acid (S)-pyrrolidin-3-ylamide dihydrochloride), BrCCO (2-bromo-ethanol), C(=O)([O-])[O-].[Cs+].[Cs+] (Cs2CO3). Solvent: CN(C)C=O (DMF). Run at temperature 50 celsius. The product is OCCN1C[C@H](CC1)NC(=O)C1=CC2=C(N(C(=N2)NC=2SC3=C(N2)C=CC(=C3)Cl)C)C=C1 (2-(6-Chloro-benzothiazol-2-ylamino)-1-methyl-1H-benzoimidazole-5-carboxylic acid [(S)-1-(2-hydroxy-ethyl)-pyrrolidin-3-yl]amide). Reaction SMILES: Cl.Cl.[NH:3]1[CH2:7][CH2:6][C@H:5]([NH:8][C:9]([C:11]2[CH:31]=[CH:30][C:14]3[N:15]([CH3:29])[C:16]([NH:18][C:19]4[S:20][C:21]5[CH:27]=[C:26]([Cl:28])[CH:25]=[CH:24][C:22]=5[N:23]=4)=[N:17][C:13]=3[CH:12]=2)=[O:10])[CH2:4]1.Br[CH2:33][CH2:34][OH:35].C([O-])([O-])=O.[Cs+].[Cs+]>CN(C=O)C>[OH:35][CH2:34][CH2:33][N:3]1[CH2:7][CH2:6][C@H:5]([NH:8][C:9]([C:11]2[CH:31]=[CH:30][C:14]3[N:15]([CH3:29])[C:16]([NH:18][C:19]4[S:20][C:21]5[CH:27]=[C:26]([Cl:28])[CH:25]=[CH:24][C:22]=5[N:23]=4)=[N:17][C:13]=3[CH:12]=2)=[O:10])[CH2:4]1 |f:0.1.2,4.5.6|. Procedure: 2-(6-Chloro-benzothiazol-2-ylamino)-1-methyl-1H-benzoimidazole-5-carboxylic acid [(S)-1-(2-hydroxy-ethyl)-pyrrolidin-3-yl]amide (20 mg) was prepared starting from 2-(6-chloro-benzothiazol-2-ylamino)-1-methyl-1H-benzoimidazole-5-carboxylic acid (S)-pyrrolidin-3-ylamide dihydrochloride (200 mg), 2-bromo-ethanol (50 uL) and Cs2CO3 (300 mg) in DMF (1 mL). The reaction was heated to 50° C. for 8 h. The reaction was filtered and purified with silica gel chromatography using DCM10% methanol in DCM (100... Reactants: C1(=CC=CC=C1)N1CCN(CC1)C(=O)OC(C)(C)C (t-butyl 4-phenylpiperazine-1-carboxylate), [OH-].[Na+] (sodium hydroxide). The solvent is C(Cl)Cl.C(=O)(C(F)(F)F)O (DCM CF3COOH). Run at temperature 30 celsius, time 1 hour. Product: C1(=CC=CC=C1)N1CCNCC1 (1-phenylpiperazine). The yield is 96.8%. As a reaction SMILES: [C:1]1([N:7]2[CH2:12][CH2:11][N:10](C(OC(C)(C)C)=O)[CH2:9][CH2:8]2)[CH:6]=[CH:5][CH:4]=[CH:3][CH:2]=1.[OH-].[Na+]>C(Cl)Cl.C(O)(C(F)(F)F)=O>[C:1]1([N:7]2[CH2:12][CH2:11][NH:10][CH2:9][CH2:8]2)[CH:6]=[CH:5][CH:4]=[CH:3][CH:2]=1 |f:1.2,3.4|. Reported procedure: A solution of t-butyl 4-phenylpiperazine-1-carboxylate (500 mg, 1.91 mmol, 1.00 equiv) in DCM/CF3COOH (10/3 mL) was placed in a 50-mL round bottom flask and stirred for 1 h at 30° C. in an oil bath. The pH value of the solution was adjusted to 9 with aqueous sodium hydroxide (1 M), and the solution was extracted with 3×10 mL of dichloromethane, the organic layers combined and dried over anhydrous sodium sulfate. Solids were removed via filtration, and the resulting solution concentrated under va... Starting materials: O=Cc1ccc(O)c(Br)c1, CCO, CC(=O)c1ccc(-c2ccc(C(F)(F)F)cc2)s1. The product is O=C(C=Cc1ccc(O)c(Br)c1)c1ccc(-c2ccc(C(F)(F)F)cc2)s1. Reaction SMILES: [Br:19][c:20]1[cH:21][c:22]([CH:23]=[O:24])[cH:25][cH:26][c:27]1[OH:28].[CH3:29][CH2:30][OH:31].[F:1][C:2]([c:3]1[cH:4][cH:5][c:6](-[c:9]2[cH:10][cH:11][c:12]([C:14]([CH3:15])=[O:16])[s:13]2)[cH:7][cH:8]1)([F:17])[F:18]>>[F:1][C:2]([c:3]1[cH:4][cH:5][c:6](-[c:9]2[cH:10][cH:11][c:12]([C:14]([CH:15]=[CH:23][c:22]3[cH:21][c:20]([Br:19])[c:27]([OH:28])[cH:26][cH:25]3)=[O:16])[s:13]2)[cH:7][cH:8]1)([F:17])[F:18]. Starting materials: ClC1=NC=C(C=C1NS(=O)(=O)C)C1=CC(=C2C=NN(C2=C1)S(=O)(=O)C1=CC=C(C=C1)C)C=1OC(=NN1)CCl (N-(2-Chloro-5-{4-[5-(chloromethyl)-1,3,4-oxadiazol-2-yl]-1-[(4-methylphenyl)sulfonyl]-1H-indazol-6-yl}-3-pyridinyl)methanesulfonamide), N1CCOCC1 (morpholine), N1CCOCC1 (morpholine). The solvent is C(C)#N (acetonitrile). Reaction conditions: temperature 80 celsius. Product: ClC1=NC=C(C=C1NS(=O)(=O)C)C1=CC(=C2C=NN(C2=C1)S(=O)(=O)C1=CC=C(C=C1)C)C=1OC(=NN1)CN1CCOCC1 (N-(2-Chloro-5-{1-[(4-methylphenyl)sulfonyl]-4-[5-(4-morpholinylmethyl)-1,3,4-oxadiazol-2-yl]-1H-indazol-6-yl}-3-pyridinyl)methanesulfonamide). The yield is 96.1%. RXN SMILES: [Cl:1][C:2]1[C:7]([NH:8][S:9]([CH3:12])(=[O:11])=[O:10])=[CH:6][C:5]([C:13]2[CH:21]=[C:20]3[C:16]([CH:17]=[N:18][N:19]3[S:22]([C:25]3[CH:30]=[CH:29][C:28]([CH3:31])=[CH:27][CH:26]=3)(=[O:24])=[O:23])=[C:15]([C:32]3[O:33][C:34]([CH2:37]Cl)=[N:35][N:36]=3)[CH:14]=2)=[CH:4][N:3]=1.[NH:39]1[CH2:44][CH2:43][O:42][CH2:41][CH2:40]1>C(#N)C>[Cl:1][C:2]1[C:7]([NH:8][S:9]([CH3:12])(=[O:10])=[O:11])=[CH:6][C:5]([C:13]2[CH:21]=[C:20]3[C:16]([CH:17]=[N:18][N:19]3[S:22]([C:25]3[CH:26]=[CH:27][C:28]([CH3:31])=[CH:29][CH:30]=3)(=[O:23])=[O:24])=[C:15]([C:32]3[O:33][C:34]([CH2:37][N:39]4[CH2:44][CH2:43][O:42][CH2:41][CH2:40]4)=[N:35][N:36]=3)[CH:14]=2)=[CH:4][N:3]=1. Procedure: N-(2-Chloro-5-{4-[5-(chloromethyl)-1,3,4-oxadiazol-2-yl]-1-[(4-methylphenyl)sulfonyl]-1H-indazol-6-yl}-3-pyridinyl)methanesulfonamide (50 mg, 0.084 mmol) and morpholine (0.015 ml, 0.169 mmol) were placed in acetonitrile (5 ml) and the mixture heated at 80° C. for 4 h. Further morpholine (150 was added and the reaction was continued to heat overnight. The mixture was cooled to room temperature and the mixture loaded onto an SCX (5 g) cartridge. The cartridge was washed with methanol and then elut... Reaction conditions: time 8 hour. Procedure: Acetic anhydride (4.73 gm, 4.37 mL, 46.3 mMol) was added dropwise to a mixture of 4-hydroxy-2-methylphenol (5 gm, 46.3 mMol) and cesium carbonate (15.1 gm, 46.3 mMol) in acetonitrile (50 mL). After stirring overnight, the mixture was filtered and the filtrate was concentrated under reduced pressure. The residue was subjected to silica gel chromatography, eluting with 5:1 pentane:ethyl acetate. Fractions containing product were combined and concentrated under reduced pressure to provide 0.24 gm (... The solvent is C(C)#N (acetonitrile). The reactants are C(C)(=O)OC(C)=O (Acetic anhydride), OC1=CC(=C(C=C1)O)C (4-hydroxy-2-methylphenol), C([O-])([O-])=O.[Cs+].[Cs+] (cesium carbonate). The yield is 3.1%. As a reaction SMILES: [C:1]([O:4][C:5](=[O:7])[CH3:6])(=O)[CH3:2].[OH:8][C:9]1[CH:14]=[CH:13]C(O)=[C:11](C)[CH:10]=1.C(=O)([O-])[O-].[Cs+].[Cs+]>C(#N)C>[C:5]([O:4][C:1]1[CH:11]=[CH:10][C:9]([OH:8])=[C:14]([CH3:13])[CH:2]=1)(=[O:7])[CH3:6] |f:2.3.4|. Yields the product C(C)(=O)OC1=CC(=C(C=C1)O)C (4-acetoxy-2-methylphenol). Starting materials: Cc1ccccc1, CCCC[N+](CCCC)(CCCC)CCCC, [Cl-], ClP(c1ccccc1)c1ccccc1, CC(C)c1nc(N(C)S(C)(=O)=O)nc(-c2ccc(F)cc2)c1CO, [K+], [OH-], O. Yields the product CC(C)c1nc(N(C)S(C)(=O)=O)nc(-c2ccc(F)cc2)c1CP(=O)(c1ccccc1)c1ccccc1. As a reaction SMILES: [CH3:42][c:43]1[cH:44][cH:45][cH:46][cH:47][cH:48]1.[CH3:50][CH2:51][CH2:52][CH2:53][N+:54]([CH2:55][CH2:56][CH2:57][CH3:58])([CH2:59][CH2:60][CH2:61][CH3:62])[CH2:63][CH2:64][CH2:65][CH3:66].[Cl-:49].[Cl:25][P:26]([c:27]1[cH:28][cH:29][cH:30][cH:31][cH:32]1)[c:33]1[cH:34][cH:35][cH:36][cH:37][cH:38]1.[F:1][c:2]1[cH:3][cH:4][c:5](-[c:8]2[n:9][c:10]([N:19]([S:20](=[O:21])(=[O:22])[CH3:23])[CH3:24])[n:11][c:12]([CH:16]([CH3:17])[CH3:18])[c:13]2[CH2:14][OH:15])[cH:6][cH:7]1.[K+:40].[OH-:39].[OH2:41]>>[F:1][c:2]1[cH:3][cH:4][c:5](-[c:8]2[n:9][c:10]([N:19]([S:20](=[O:21])(=[O:22])[CH3:23])[CH3:24])[n:11][c:12]([CH:16]([CH3:17])[CH3:18])[c:13]2[CH2:14][P:26]([c:27]2[cH:28][cH:29][cH:30][cH:31][cH:32]2)([c:33]2[cH:34][cH:35][cH:36][cH:37][cH:38]2)=[O:39])[cH:6][cH:7]1. Starting materials: FC(C1=CC(=NN1C)O)(F)F (5-trifluoromethyl-3-hydroxy-1-methylpyrazole), ClN1C(=O)N(C(=O)C1(C)C)Cl (1,3-dichloro-5,5-dimethylhydantoin). Solvent: CCOCC (ether). Conditions: temperature 0 celsius, time 4 hour. The product is FC(C1=C(C(=NN1C)O)Cl)(F)F (5-Trifluoromethyl-4-chloro-3-hydroxy-1-methylpyrazole). The yield is 171.4%. As a reaction SMILES: [F:1][C:2]([F:11])([F:10])[C:3]1[N:7]([CH3:8])[N:6]=[C:5]([OH:9])[CH:4]=1.[Cl:12]N1C(C)(C)C(=O)N(Cl)C1=O>CCOCC>[F:11][C:2]([F:1])([F:10])[C:3]1[N:7]([CH3:8])[N:6]=[C:5]([OH:9])[C:4]=1[Cl:12]. Procedure: 1907 g (11.48 mol) of 5-trifluoromethyl-3-hydroxy-1-methylpyrazole was stirred with 8 kg of ether and cooled to 0° C. 1222 g (6.2 mol) of 1,3-dichloro-5,5-dimethylhydantoin was added in three equal portions and the mixture was allowed to cool to 0° C. after each addition. The mixture was stirred for 4 hours, washed with water, brine and water. All washes were extracted with ether and the combined ether solutions were dried with MgSO4 filtered, evaporated on a rotary evaporator and recrystallized... Starting materials: C1COCCO1, CC(=O)NC1(CCC(C)(C)C)C(=O)C(C2=NS(=O)(=O)c3cc(NS(C)(=O)=O)ccc3N2)=C(O)c2ccccc21, Cl. Product: CC(C)(C)CCC1(N)C(=O)C(C2=NS(=O)(=O)c3cc(NS(C)(=O)=O)ccc3N2)=C(O)c2ccccc21. RXN SMILES: [CH2:41]1[O:42][CH2:43][CH2:44][O:45][CH2:46]1.[CH3:1][C:2]([CH2:3][CH2:4][C:5]1([NH:34][C:35](=[O:36])[CH3:37])[C:6](=[O:33])[C:7]([C:16]2=[N:17][S:18](=[O:31])(=[O:32])[c:19]3[c:20]([cH:22][cH:23][c:24]([NH:26][S:27](=[O:28])(=[O:29])[CH3:30])[cH:25]3)[NH:21]2)=[C:8]([OH:15])[c:9]2[cH:10][cH:11][cH:12][cH:13][c:14]21)([CH3:38])[CH3:39].[ClH:40]>>[CH3:1][C:2]([CH2:3][CH2:4][C:5]1([NH2:34])[C:6](=[O:33])[C:7]([C:16]2=[N:17][S:18](=[O:31])(=[O:32])[c:19]3[c:20]([cH:22][cH:23][c:24]([NH:26][S:27](=[O:28])(=[O:29])[CH3:30])[cH:25]3)[NH:21]2)=[C:8]([OH:15])[c:9]2[cH:10][cH:11][cH:12][cH:13][c:14]21)([CH3:38])[CH3:39].